From a dataset of the Open Reaction Database (ORD), a public repository of structured organic reaction records. describe an organic reaction: reactants, conditions, products, and yield The reactants are CN(C)c1ccncc1, COc1cc2nccc(Cl)c2cc1OC, Clc1ccccc1Cl, O, Oc1ccc(-n2ccnc2)cc1I. The product is COc1cc2nccc(Oc3ccc(-n4ccnc4)cc3I)c2cc1OC. RXN SMILES: [CH3:30][N:31]([CH3:32])[c:33]1[cH:34][cH:35][n:36][cH:37][cH:38]1.[Cl:14][c:15]1[cH:16][cH:17][n:18][c:19]2[cH:20][c:21]([O:27][CH3:28])[c:22]([O:25][CH3:26])[cH:23][c:24]12.[Cl:39][c:40]1[cH:41][cH:42][cH:43][cH:44][c:45]1[Cl:46].[OH2:29].[n:1]1(-[c:6]2[cH:7][c:8]([I:13])[c:9]([OH:12])[cH:10][cH:11]2)[cH:2][n:3][cH:4][cH:5]1>>[n:1]1(-[c:6]2[cH:7][c:8]([I:13])[c:9]([O:12][c:15]3[cH:16][cH:17][n:18][c:19]4[cH:20][c:21]([O:27][CH3:28])[c:22]([O:25][CH3:26])[cH:23][c:24]34)[cH:10][cH:11]2)[cH:2][n:3][cH:4][cH:5]1.